From a dataset of the Open Reaction Database (ORD), a public repository of structured organic reaction records. describe an organic reaction: reactants, conditions, products, and yield The reactants are C(=NC1CCCCC1)=NC1CCCCC1, Cc1[nH]c2ccc(F)cc2c1C(=O)O, NC1CCN(Cc2ccccc2)CC1, C1CCOC1. Yields the product Cc1[nH]c2ccc(F)cc2c1C(=O)NC1CCN(Cc2ccccc2)CC1. Reaction SMILES: [CH:29]1([N:30]=[C:31]=[N:32][CH:33]2[CH2:34][CH2:35][CH2:36][CH2:37][CH2:38]2)[CH2:39][CH2:40][CH2:41][CH2:42][CH2:43]1.[F:1][c:2]1[cH:3][c:4]2[c:5]([C:12](=[O:13])[OH:14])[c:6]([CH3:11])[nH:7][c:8]2[cH:9][cH:10]1.[NH2:15][CH:16]1[CH2:17][CH2:18][N:19]([CH2:22][c:23]2[cH:24][cH:25][cH:26][cH:27][cH:28]2)[CH2:20][CH2:21]1.[O:44]1[CH2:45][CH2:46][CH2:47][CH2:48]1>>[F:1][c:2]1[cH:3][c:4]2[c:5]([C:12](=[O:14])[NH:15][CH:16]3[CH2:17][CH2:18][N:19]([CH2:22][c:23]4[cH:24][cH:25][cH:26][cH:27][cH:28]4)[CH2:20][CH2:21]3)[c:6]([CH3:11])[nH:7][c:8]2[cH:9][cH:10]1.